This data is from the Open Reaction Database (ORD), a public repository of structured organic reaction records. The task is: describe an organic reaction: reactants, conditions, products, and yield The reactants are COC(CNC)OC (methylaminoacetaldehyde dimethylacetal), 5-(1-(2-nitrophenoxy ethyl)-1,3,4-thiadiazol-2-yl]-1-methyl-1-(2,2-dimethoxyethyl)urea, C1=CC=CC=C1 (benzene), [N+](=O)([O-])C1=C(OC(C)C2=NN=C(S2)N=C=O)C=CC=C1 (5-(1-(2-nitrophenoxy) ethyl)-1,3,4-thiadiazol-2-yl isocyanate). The solvent is CCCCCC (Hexane). Conditions: time 72 hour. Yields the product [N+](=O)([O-])C1=C(OC(C)C2=NN=C(S2)NC(N(CC(OC)OC)C)=O)C=CC=C1 (3-[5-(1-(2-nitrophenoxy) ethyl)-1,3,4-thiadiazol-2-yl]-1-methyl-1-(2,2-dimethoxyethyl) urea). The yield is 97.2%. As a reaction SMILES: [CH3:1][O:2][CH:3]([O:7][CH3:8])[CH2:4][NH:5][CH3:6].C1C=CC=CC=1.[N+:15]([C:18]1[CH:34]=[CH:33][CH:32]=[CH:31][C:19]=1[O:20][CH:21]([C:23]1[S:27][C:26]([N:28]=[C:29]=[O:30])=[N:25][N:24]=1)[CH3:22])([O-:17])=[O:16]>CCCCCC>[N+:15]([C:18]1[CH:34]=[CH:33][CH:32]=[CH:31][C:19]=1[O:20][CH:21]([C:23]1[S:27][C:26]([NH:28][C:29](=[O:30])[N:5]([CH3:6])[CH2:4][CH:3]([O:7][CH3:8])[O:2][CH3:1])=[N:25][N:24]=1)[CH3:22])([O-:17])=[O:16]. Procedure: 2.1 grams (0.018 mole) of methylaminoacetaldehyde dimethylacetal was added to a 50 ml. benzene solution containing 5.2 grams (0.018 mole) of the 5-(1-(2-nitrophenoxy) ethyl)-1,3,4-thiadiazol-2-yl isocyanate dimer (prepared above) and the resulting solution was refluxed for 15 minutes to form a yellow solution. Hexane (100 ml.) was added and the resulting oil was allowed to stand for 72 hours and topped with a roto-vac at 70 degrees Centigrade to yield 7.2 grams of a red-orange oil of 3-[5-(1-(2-... The reactants are C(C)OC(=O)[C@@H]1CC[C@H](CC1)OC1=NC=CN=C1 (trans-4-(pyrazin-2-yloxy)-cyclohexanecarboxylic acid ethyl ester), O.NN (hydrazine hydrate). Conditions: temperature 120 celsius. The product is N1=C(C=NC=C1)O[C@@H]1CC[C@H](CC1)C(=O)NN (trans-4-(Pyrazin-2-yloxy)-cyclohexanecarboxylic acid hydrazide). The yield is 22.6%. As a reaction SMILES: C([O:3][C:4]([C@H:6]1[CH2:11][CH2:10][C@H:9]([O:12][C:13]2[CH:18]=[N:17][CH:16]=[CH:15][N:14]=2)[CH2:8][CH2:7]1)=O)C.O.[NH2:20][NH2:21]>>[N:14]1[CH:15]=[CH:16][N:17]=[CH:18][C:13]=1[O:12][C@H:9]1[CH2:10][CH2:11][C@H:6]([C:4]([NH:20][NH2:21])=[O:3])[CH2:7][CH2:8]1 |f:1.2|. Reported procedure: A mixture of cis/trans-4-(pyrazin-2-yloxy)-cyclohexanecarboxylic acid ethyl ester (1.11 g, 4.41 mmol) and hydrazine hydrate (0442 g, 8.83 mmol) was heated at 120° C. for 72 h. After cooling to room temperature the reaction mixture was partitioned between ethyl acetate (50 ml) and water (30 ml). The organic layer was separated. The aqueous layer was extracted with two 50 ml portions of ethyl acetate. The combined organic layers were washed with brine (30 ml), dried over anhydrous sodium sulfate a...